describe an organic reaction: reactants, conditions, products, and yield From a dataset of the Open Reaction Database (ORD), a public repository of structured organic reaction records. Starting materials: C(C)(C)(C)OC(C1=CC=C(C=C1)N)=O (t-butyl-4-aminobenzoate), C(CCl)Cl (EDC), C=1C=CC2=C(C1)N=NN2O (HOBt), CN(C)C=O (DMF), C(Cl)Cl (DCM). The reagents and catalysts are [Cu](Cl)Cl (copper chloride). Reaction conditions: time 8 hour. The product is NCCNC(OCC1=CC=CC=C1)=O (benzyl 2-aminoethylcarbamate). The yield is 92.0%. As a reaction SMILES: C(Cl)CCl.C1C=C[C:8]2[N:13](O)N=[N:11][C:9]=2C=1.C(Cl)Cl.[C:18]([O:22][C:23](=O)[C:24]1[CH:29]=[CH:28][C:27](N)=[CH:26][CH:25]=1)(C)(C)C.CN(C=[O:36])C>[Cu](Cl)Cl>[NH2:11][CH2:9][CH2:8][NH:13][C:18](=[O:36])[O:22][CH2:23][C:24]1[CH:29]=[CH:28][CH:27]=[CH:26][CH:25]=1. Procedure details: 1.5 grams (3.77 mMol) of Fmoc-citruline were dissolved in 3 mL of DMF in a round bottom flask to which was added 0.87 grams (4.5 mMol) of EDC, 0.61 grams (4.5 mMol) of HOBt. 6 mL of DCM were then added followed by the addition 0.88 grams (4.5 mMol) of t-butyl-4-aminobenzoate and a catalytic amount of copper chloride. The reaction mixture was allowed to stir overnight The solvents were evaporated and the crude product purified over silica gel with 5 to 10% MeOH in DCM to give 2 grams of 1 in 92% ... The reactants are ice water, CS(=O)(=O)O (methanesulfonic acid), O=P12OP3(=O)OP(=O)(O1)OP(=O)(O2)O3 (P2O5), C1(=CC=CC=C1)CC(=O)O (phenylacetic acid), C1(=CC=CC=C1)OC (anisole), C([O-])(O)=O.[Na+] (sodium bicarbonate). The product is COC1=CC=C(C=C1)C(CC1=CC=CC=C1)=O (1-(4-methoxyphenyl)-2-phenylethanone). The yield is 87.8%. As a reaction SMILES: CS(O)(=O)=O.O=P12OP3(OP(OP(O3)(O1)=O)(=O)O2)=O.[C:20]1([CH2:26][C:27]([OH:29])=O)[CH:25]=[CH:24][CH:23]=[CH:22][CH:21]=1.[C:30]1([O:36][CH3:37])[CH:35]=[CH:34][CH:33]=[CH:32][CH:31]=1.C(=O)(O)[O-].[Na+]>>[CH3:37][O:36][C:30]1[CH:35]=[CH:34][C:33]([C:27](=[O:29])[CH2:26][C:20]2[CH:21]=[CH:22][CH:23]=[CH:24][CH:25]=2)=[CH:32][CH:31]=1 |f:4.5|. Procedure: A mixture of methanesulfonic acid (100 g) and P2O5 (10 g) was stirred at 50°-60° C. until solution was complete, then cooled to room temperature. To this was added phenylacetic acid (2.0 g) and anisole (4.00 g). The mixture was stirred at 50°-60° C. for 90 minutes, cooled to room temperature and poured into ice water (1.2 L). The solution was made basic by gradual addition of solid sodium bicarbonate, then extracted into ethyl acetate (800 mL). The ethyl acetate was dried over magnesium sulfate ... The reactants are O=C(c1ccccc1)C(Br)CC(=O)N1CCCC1C(=O)O, CC([O-])=S, CCO, [K+]. Yields the product CC(=O)SC(CC(=O)N1CCCC1C(=O)O)C(=O)c1ccccc1. As a reaction SMILES: [Br:6][CH:7]([CH2:8][C:9](=[O:10])[N:11]1[CH:12]([C:13](=[O:14])[OH:15])[CH2:16][CH2:17][CH2:18]1)[C:19]([c:20]1[cH:21][cH:22][cH:23][cH:24][cH:25]1)=[O:26].[C:1]([CH3:2])(=[S:3])[O-:4].[CH3:27][CH2:28][OH:29].[K+:5]>>[C:1]([CH3:2])([S:3][CH:7]([CH2:8][C:9](=[O:10])[N:11]1[CH:12]([C:13](=[O:14])[OH:15])[CH2:16][CH2:17][CH2:18]1)[C:19]([c:20]1[cH:21][cH:22][cH:23][cH:24][cH:25]1)=[O:26])=[O:4]. Reactants: CC(C)OC(=O)C=CC1C(C(=O)OC(C)(C)C)C1(C)C, Cc1ccccc1, Cc1ccc(S(=O)(=O)O)cc1. Product: CC(C)OC(=O)C=CC1C(C(=O)O)C1(C)C. RXN SMILES: [CH3:1][C:2]1([CH3:20])[CH:3]([C:13](=[O:14])[O:15][C:16]([CH3:17])([CH3:18])[CH3:19])[CH:4]1[CH:5]=[CH:6][C:7](=[O:8])[O:9][CH:10]([CH3:11])[CH3:12].[CH3:32][c:33]1[cH:34][cH:35][cH:36][cH:37][cH:38]1.[c:21]1([CH3:22])[cH:23][cH:24][c:25]([S:26]([OH:27])(=[O:28])=[O:29])[cH:30][cH:31]1>>[CH3:1][C:2]1([CH3:20])[CH:3]([C:13](=[O:14])[OH:15])[CH:4]1[CH:5]=[CH:6][C:7](=[O:8])[O:9][CH:10]([CH3:11])[CH3:12]. The reactants are C(C)(C)(C)C#C (tert-butylacetylene), C(CCC)N (butylamine), Cl/C=C/CN(CC)CC1=CC(=CC=C1)O ((E)-N-(3-chloro-2-propenyl)-N-ethyl-3-hydroxybenzylamine), tetrakis (triphenylphosphine)palladium. Reagents/catalysts: [Cu]I (copper (I) iodide). Run in O1CCCC1 (tetrahydrofuran). Conditions: time 20 hour. Product: CC(C#C/C=C/CN(CC)CC1=CC(=CC=C1)O)(C)C ((E)-N-(6,6-Dimethyl-2-hepten-4-ynyl)-N-ethyl-3-hydroxybenzylamine). Isolated yield 77.0%. As a reaction SMILES: Cl/[CH:2]=[CH:3]/[CH2:4][N:5]([CH2:8][C:9]1[CH:14]=[CH:13][CH:12]=[C:11]([OH:15])[CH:10]=1)[CH2:6][CH3:7].C(N)CCC.[C:21]([C:25]#[CH:26])([CH3:24])([CH3:23])[CH3:22]>[Cu]I.O1CCCC1>[CH3:22][C:21]([CH3:24])([CH3:23])[C:25]#[C:26]/[CH:2]=[CH:3]/[CH2:4][N:5]([CH2:8][C:9]1[CH:14]=[CH:13][CH:12]=[C:11]([OH:15])[CH:10]=1)[CH2:6][CH3:7]. Procedure: To 30 ml of tetrahydrofuran were added 4.51 g (20 mmol) of (E)-N-(3-chloro-2-propenyl)-N-ethyl-3-hydroxybenzylamine, 190.5 mg (1 mmol) of copper (I) iodide and 324 mg (0.28 mmol) of tetrakis (triphenylphosphine)palladium, and further, 3.95 ml (40 mmol) of n butylamine and 2.94 ml (24 mmol) of tert-butylacetylene under ice cooling. The mixture was stirred for 20 hours at room temperature. The reaction mixture was concentrated under reduced pressure and the residue was subjected to silica gel chro...